Task: describe an organic reaction: reactants, conditions, products, and yield. Dataset: the Open Reaction Database (ORD), a public repository of structured organic reaction records Reactants: CC(C)=O, Cc1cc(=O)n(CCl)o1, [K+], CCCOP(=S)([S-])OCCC. The product is CCCOP(=S)(OCCC)SCn1oc(C)cc1=O. As a reaction SMILES: [CH3:22][C:23](=[O:24])[CH3:25].[Cl:1][CH2:2][n:3]1[o:4][c:5]([CH3:9])[cH:6][c:7]1=[O:8].[K+:21].[P:10](=[S:11])([O:12][CH2:13][CH2:14][CH3:15])([O:16][CH2:17][CH2:18][CH3:19])[S-:20]>>[CH2:2]([n:3]1[o:4][c:5]([CH3:9])[cH:6][c:7]1=[O:8])[S:20][P:10](=[S:11])([O:12][CH2:13][CH2:14][CH3:15])[O:16][CH2:17][CH2:18][CH3:19]. Starting materials: CS(=O)(=O)Cl (Methanesulphonyl chloride), NC=1C=C2CC(CC2=CC1)N(C)CC1=CC=C(C=C1)N (5-amino-2-[N-(4-aminobenzyl)-N-methylamino]indane). Run in N1=CC=CC=C1 (pyridine), C(Cl)(Cl)Cl (chloroform). RXN SMILES: [CH3:1][S:2](Cl)(=[O:4])=[O:3].[NH2:6][C:7]1[CH:8]=[C:9]2[C:13](=[CH:14][CH:15]=1)[CH2:12][CH:11]([N:16]([CH2:18][C:19]1[CH:24]=[CH:23][C:22]([NH2:25])=[CH:21][CH:20]=1)[CH3:17])[CH2:10]2>N1C=CC=CC=1.C(Cl)(Cl)Cl>[CH3:1][S:2]([NH:6][C:7]1[CH:8]=[C:9]2[C:13](=[CH:14][CH:15]=1)[CH2:12][CH:11]([N:16]([CH2:18][C:19]1[CH:20]=[CH:21][C:22]([NH:25][S:2]([CH3:1])(=[O:4])=[O:3])=[CH:23][CH:24]=1)[CH3:17])[CH2:10]2)(=[O:4])=[O:3]. Conditions: time 17 hour. Procedure: Methanesulphonyl chloride (0.53 ml) was added to 5-amino-2-[N-(4-aminobenzyl)-N-methylamino]indane (1.1 g) in pyridine and the reaction mixture was stirred at room temperature for 17 hours. The solvent was then removed by evaporation in vacuo and the residue taken up in methylene chloride, washed with aqueous sodium bicarbonate, dried (MgSO4) and evaporated in vacuo. The resulting gum was purified by column chromatography on silica eluting with methylene chloride containing methanol (0% up to 2%... Product: CS(=O)(=O)NC=1C=C2CC(CC2=CC1)N(C)CC1=CC=C(C=C1)NS(=O)(=O)C (5-Methanesulphonamido-2-[N-(4-methanesulphonamidobenzyl)-N-methylamino]indane).